From a dataset of the Open Reaction Database (ORD), a public repository of structured organic reaction records. describe an organic reaction: reactants, conditions, products, and yield Starting materials: CC1CC(C)(C)C=CC1=O, CCOCC, [Cl-], ClCc1ccc(Cl)cc1, [Mg], [NH4+]. Product: CC1CC(C)(C)C=CC1(O)Cc1ccc(Cl)cc1. As a reaction SMILES: [CH3:11][C:12]1([CH3:20])[CH:13]=[CH:14][C:15](=[O:19])[CH:16]([CH3:18])[CH2:17]1.[CH3:23][CH2:24][O:25][CH2:26][CH3:27].[Cl-:21].[Cl:2][c:3]1[cH:4][cH:5][c:6]([CH2:7][Cl:8])[cH:9][cH:10]1.[Mg:1].[NH4+:22]>>[Cl:2][c:3]1[cH:4][cH:5][c:6]([CH2:7][C:15]2([OH:19])[CH:14]=[CH:13][C:12]([CH3:11])([CH3:20])[CH2:17][CH:16]2[CH3:18])[cH:9][cH:10]1. The reactants are NC1=CC2=C(CCCC(C2)N(CC2=CC=CC=C2)C[C@@H](COC2=CC=CC=C2)O)C=C1 ((2S)-1-[N-(3-amino-6,7,8,9-tetrahydro-5H-benzocyclohepten-6-yl)-N-benzylamino]-3-phenoxy-2-propanol), ClC(=O)OC (methyl chloroformate), N1=CC=CC=C1 (pyridine), C(O)([O-])=O.[Na+] (sodium hydrogencarbonate). The reagents and catalysts are CN(C1=CC=NC=C1)C (4-dimethylaminopyridine). Solvent: ClCCl (dichloromethane). Product: COC(=O)NC1=CC2=C(CCCC(C2)N(CC2=CC=CC=C2)C[C@@H](COC2=CC=CC=C2)O)C=C1 ((2S)-1-[N-(3-methoxycarbonylamino-6,7,8,9-tetrahydro-5H-benzocyclohepten-6-yl)-N-benzylamino]-3-phenoxy-2-propanol). RXN SMILES: [NH2:1][C:2]1[CH:31]=[CH:30][C:5]2[CH2:6][CH2:7][CH2:8][CH:9]([N:11]([CH2:19][C@H:20]([OH:29])[CH2:21][O:22][C:23]3[CH:28]=[CH:27][CH:26]=[CH:25][CH:24]=3)[CH2:12][C:13]3[CH:18]=[CH:17][CH:16]=[CH:15][CH:14]=3)[CH2:10][C:4]=2[CH:3]=1.Cl[C:33]([O:35][CH3:36])=[O:34].N1C=CC=CC=1.C(=O)([O-])O.[Na+]>CN(C)C1C=CN=CC=1.ClCCl>[CH3:36][O:35][C:33]([NH:1][C:2]1[CH:31]=[CH:30][C:5]2[CH2:6][CH2:7][CH2:8][CH:9]([N:11]([CH2:19][C@H:20]([OH:29])[CH2:21][O:22][C:23]3[CH:28]=[CH:27][CH:26]=[CH:25][CH:24]=3)[CH2:12][C:13]3[CH:18]=[CH:17][CH:16]=[CH:15][CH:14]=3)[CH2:10][C:4]=2[CH:3]=1)=[O:34] |f:3.4|. Procedure details: Under nitrogen, a solution of (2S)-1-[N-(3-amino-6,7,8,9-tetrahydro-5H-benzocyclohepten-6-yl)-N-benzylamino]-3-phenoxy-2-propanol (150 mg), methyl chloroformate (29 μl), pyridine (25 μl) and catalytic amounts of 4-dimethylaminopyridine in dichloromethane (3 ml) was stirred at room temperature for 1.5 hours. The resulting mixture was poured into saturated aqueous sodium hydrogencarbonate and extracted with ethyl acetate. The organic layer was washed with brine, dried over anhydrous magnesium sulf... Reactants: C(C)(=O)CC(=O)OCCOC(C1=CC=C(C=C1)NC(C)=O)=O (2-(4-acetylaminobenzoyloxy)ethyl acetylacetate), 8.41, N\C(=C/C(=O)OCC)\C (ethyl 3-aminocrotonate), [N+](=O)([O-])C=1C=C(C=O)C=CC1 (3-nitrobenzaldehyde). The solvent is C(C)O (ethanol). Conditions: temperature -5 celsius. Yields the product CC=1NC(=C(C(C1C(=O)OCCOC(C1=CC=C(C=C1)NC(C)=O)=O)C1=CC(=CC=C1)[N+](=O)[O-])C(=O)OCC)C (2-(4-acetylaminobenzoyloxy)ethyl 2,6-dimethyl-5-ethoxycarbonyl-4-(3-nitrophenyl)-1,4-dihydropyridine-3-carboxylate). The yield is 46.0%. As a reaction SMILES: [C:1]([CH2:4][C:5]([O:7][CH2:8][CH2:9][O:10][C:11](=[O:22])[C:12]1[CH:17]=[CH:16][C:15]([NH:18][C:19](=[O:21])[CH3:20])=[CH:14][CH:13]=1)=[O:6])(=O)[CH3:2].[NH2:23]/[C:24](/[CH3:31])=[CH:25]\[C:26]([O:28][CH2:29][CH3:30])=[O:27].[N+:32]([C:35]1[CH:36]=[C:37]([CH:40]=[CH:41][CH:42]=1)[CH:38]=O)([O-:34])=[O:33]>C(O)C>[CH3:2][C:1]1[NH:23][C:24]([CH3:31])=[C:25]([C:26]([O:28][CH2:29][CH3:30])=[O:27])[CH:38]([C:37]2[CH:40]=[CH:41][CH:42]=[C:35]([N+:32]([O-:34])=[O:33])[CH:36]=2)[C:4]=1[C:5]([O:7][CH2:8][CH2:9][O:10][C:11](=[O:22])[C:12]1[CH:17]=[CH:16][C:15]([NH:18][C:19](=[O:21])[CH3:20])=[CH:14][CH:13]=1)=[O:6]. Procedure details: 20 g (0.07 moles) of 2-(4-acetylaminobenzoyloxy)ethyl acetylacetate, 8.41 (0.07 moles) of ethyl 3-aminocrotonate and 9.84 g (0.07 moles) of 3-nitrobenzaldehyde are heated under reflux in 65 ml of ethanol for 8 hours. The solvent is then evaporated, 15 ml of boiling methanol are added to the residue, the solution is discoloured with activated charcoal and cooled to -5° C. to obtain 2-(4-acetylaminobenzoyloxy)ethyl 2,6-dimethyl-5-ethoxycarbonyl-4-(3-nitrophenyl)-1,4-dihydropyridine-3-carboxylate w... Starting materials: C(C)C=1N=C(N(C(C1C=O)=O)CC1=CC=C(C=C1)C=1C(=CC=CC1)C#N)CCC (4′-[(4-ethyl-5-formyl-6-oxo-2-propylpyrimidin-1(6H)-yl)methyl]biphenyl-2-carbonitrile), O1CCCC1 (tetrahydrofuran), isopropyl Grignard reagent tetrahydrofuran. Conditions: temperature -78 celsius, time 1 hour. Product: C(C)C=1N=C(N(C(C1C(C(C)C)O)=O)CC1=CC=C(C=C1)C=1C(=CC=CC1)C#N)CCC (4′-{[4-ethyl-5-(1-hydroxy-2-methylpropyl)-6-oxo-2-propylpyrimidin-1(6H)-yl]methyl}biphenyl-2-carbonitrile). Yield: 57.0%. RXN SMILES: [CH2:1]([C:3]1[N:4]=[C:5]([CH2:27][CH2:28][CH3:29])[N:6]([CH2:12][C:13]2[CH:18]=[CH:17][C:16]([C:19]3[C:20]([C:25]#[N:26])=[CH:21][CH:22]=[CH:23][CH:24]=3)=[CH:15][CH:14]=2)[C:7](=[O:11])[C:8]=1[CH:9]=[O:10])[CH3:2].O1C[CH2:33][CH2:32][CH2:31]1>>[CH2:1]([C:3]1[N:4]=[C:5]([CH2:27][CH2:28][CH3:29])[N:6]([CH2:12][C:13]2[CH:18]=[CH:17][C:16]([C:19]3[C:20]([C:25]#[N:26])=[CH:21][CH:22]=[CH:23][CH:24]=3)=[CH:15][CH:14]=2)[C:7](=[O:11])[C:8]=1[CH:9]([OH:10])[CH:32]([CH3:33])[CH3:31])[CH3:2]. Procedure: A mixture of 4′-[(4-ethyl-5-formyl-6-oxo-2-propylpyrimidin-1(6H)-yl)methyl]biphenyl-2-carbonitrile (0.6 g) and tetrahydrofuran (10 mL) was cooled to −78° C., isopropyl Grignard reagent tetrahydrofuran solution (1.0 M, 1.9 mL) was added dropwise, and the mixture was stirred for 1 hr. Then, the mixture was gradually warmed to room temperature, and the mixture was stirred for 12 hr. The solvent was evaporated from the reaction mixture under reduced pressure, and the residue was diluted with ethyl a...